describe an organic reaction: reactants, conditions, products, and yield From a dataset of the Open Reaction Database (ORD), a public repository of structured organic reaction records. The reactants are N (nitrogen hydride), C1(CCCCC1)C[C@@H]1N(C(O[C@H]1[C@H](O)C1CC1)(C)C)C(=O)OC(C)(C)C (tert-butyl (4S,5R)-4-(cyclohexylmethyl)-5-[(R)-cyclopropylhydroxymethyl]-2,2-dimethyl-3-oxazolidinecarboxylate), C1(=CC=CC=C1)P(C1=CC=CC=C1)C1=CC=CC=C1 (triphenylphosphine), [N-]=[N+]=[N-].[Na+] (sodium azide), S(O)(O)(=O)=O (sulphuric acid), N(=NC(=O)OCC)C(=O)OCC (diethyl azodicarboxylate). Solvent: C1=CC=CC=C1 (benzene), C1=CC=CC=C1 (benzene), O (water). Yields the product C1(CCCCC1)C[C@@H]1N(C(O[C@H]1[C@@H](N=[N+]=[N-])C1CC1)(C)C)C(=O)OC(C)(C)C (tert-butyl (4S,5R)-4-(cyclohexylmethyl)-5-[(S)-cyclopropylazidomethyl]-2,2-dimethyl-3-oxazolidinecarboxylate). The yield is 53.5%. RXN SMILES: [N-:1]=[N+:2]=[N-:3].[Na+].S(=O)(=O)(O)O.N.[CH:11]1([CH2:17][C@H:18]2[C@H:22]([C@@H:23]([CH:25]3[CH2:27][CH2:26]3)O)[O:21][C:20]([CH3:29])([CH3:28])[N:19]2[C:30]([O:32][C:33]([CH3:36])([CH3:35])[CH3:34])=[O:31])[CH2:16][CH2:15][CH2:14][CH2:13][CH2:12]1.C1(P(C2C=CC=CC=2)C2C=CC=CC=2)C=CC=CC=1.N(C(OCC)=O)=NC(OCC)=O>C1C=CC=CC=1.O>[CH:11]1([CH2:17][C@H:18]2[C@H:22]([C@H:23]([CH:25]3[CH2:26][CH2:27]3)[N:1]=[N+:2]=[N-:3])[O:21][C:20]([CH3:29])([CH3:28])[N:19]2[C:30]([O:32][C:33]([CH3:36])([CH3:35])[CH3:34])=[O:31])[CH2:16][CH2:15][CH2:14][CH2:13][CH2:12]1 |f:0.1|. Procedure: A mixture of 1.63 g (25 mmol) of sodium azide, 1.5 ml of water and 10 ml of benzene is treated dropwise with 0.67 ml (12.5 mmol) of concentrated sulphuric acid while cooling with ice (<10°) and stirring. Thereafter, the mixture is cooled to 0°, the benzene phase is decanted off and dried over magnesium sulphate. The thus-obtained nitrogen hydride solution is added to a mixture of 368 mg (1 mmol) of tert-butyl (4S,5R)-4-(cyclohexylmethyl)-5-[(R)-cyclopropylhydroxymethyl]-2,2-dimethyl-3-oxazolidin...